Task: describe an organic reaction: reactants, conditions, products, and yield. Dataset: the Open Reaction Database (ORD), a public repository of structured organic reaction records RXN SMILES: [C:1](#[N:2])[c:3]1[cH:4][cH:5][c:6]2[c:7]([C:23](=[O:24])[OH:25])[n:8][n:9]([CH2:12][c:13]3[cH:14][cH:15][c:16]([O:19][CH:20]([F:21])[F:22])[cH:17][cH:18]3)[c:10]2[cH:11]1.[ClH:26].[nH:27]1[n:28][n:29][n:30][c:31]1-[c:32]1[cH:33][cH:34][c:35]([CH2:36][NH2:37])[cH:38][cH:39]1>>[C:1](#[N:2])[c:3]1[cH:4][cH:5][c:6]2[c:7]([C:23](=[O:24])[NH:37][CH2:36][c:35]3[cH:34][cH:33][c:32](-[c:31]4[n:27][n:28][n:29][nH:30]4)[cH:39][cH:38]3)[n:8][n:9]([CH2:12][c:13]3[cH:14][cH:15][c:16]([O:19][CH:20]([F:21])[F:22])[cH:17][cH:18]3)[c:10]2[cH:11]1. Reactants: N#Cc1ccc2c(C(=O)O)nn(Cc3ccc(OC(F)F)cc3)c2c1, Cl, NCc1ccc(-c2nnn[nH]2)cc1. Product: N#Cc1ccc2c(C(=O)NCc3ccc(-c4nnn[nH]4)cc3)nn(Cc3ccc(OC(F)F)cc3)c2c1. Reactants: ClC1=C(OCC(=O)NN)C=CC(=C1)Cl (2,4-dichlorophenoxyacetic acid hydrazide), C(=S)=S (carbon disulfide). Run in CN(C)C=O (DMF). The product is ClC1=C(OCC2OC(N=N2)=S)C=CC(=C1)Cl (2-(2,4-dichlorophenoxymethyl)-1,3,4-oxadiazol-5-thione). Reaction SMILES: [Cl:1][C:2]1[CH:13]=[C:12]([Cl:14])[CH:11]=[CH:10][C:3]=1[O:4][CH2:5][C:6]([NH:8][NH2:9])=[O:7].[C:15](=S)=[S:16]>CN(C=O)C>[Cl:1][C:2]1[CH:13]=[C:12]([Cl:14])[CH:11]=[CH:10][C:3]=1[O:4][CH2:5][CH:6]1[N:8]=[N:9][C:15](=[S:16])[O:7]1. Procedure details: Following the procedure of Example IIA, 2,4-dichlorophenoxyacetic acid hydrazide (23.5 g) and carbon disulfide (38 g) in DMF (50 ml) were reacted and worked up to yield 2-(2,4-dichlorophenoxymethyl)-1,3,4-oxadiazol-5-thione (IIIA). The reactants are C(#N)C(=CNC(N1C(NCC1)=O)=N)C(N(C1=CC(=CC=C1)C(F)(F)F)CCCC)=O (1-cyano-1-[N-butyl-N-(3-trifluoromethylphenyl)carbamoyl]-2-[imino(2-oxo-1-imidazolidinyl)methylamino]ethene), FC(C(=O)O)(F)F (trifluoroacetic acid), C(C)(=O)O (acetic acid). Reaction conditions: time 2 hour. The product is C(CCCC)N(C(=O)C=1C(=NC(=NC1)N1C(NC(C1)C=C)=O)N)C1=CC(=CC=C1)C(F)(F)F (4-amino-2-(4-vinyl-2-oxo-1-imidazolidinyl)pyrimidine-5-carboxylic acid N-pentyl-N-(3-trifluoromethylphenyl)amide). Isolated yield 65.8%. Reaction SMILES: [C:1]([C:3]([C:14](=[O:30])[N:15]([CH2:26][CH2:27][CH2:28][CH3:29])[C:16]1[CH:21]=[CH:20][CH:19]=[C:18]([C:22]([F:25])([F:24])[F:23])[CH:17]=1)=[CH:4][NH:5][C:6](=[NH:13])[N:7]1[CH2:11][CH2:10][NH:9][C:8]1=[O:12])#[N:2].F[C:32](F)(F)[C:33](O)=O.[C:38](O)(=O)C>>[CH2:26]([N:15]([C:16]1[CH:21]=[CH:20][CH:19]=[C:18]([C:22]([F:23])([F:24])[F:25])[CH:17]=1)[C:14]([C:3]1[C:1]([NH2:2])=[N:13][C:6]([N:7]2[CH2:11][CH:10]([CH:32]=[CH2:33])[NH:9][C:8]2=[O:12])=[N:5][CH:4]=1)=[O:30])[CH2:27][CH2:28][CH2:29][CH3:38]. Procedure: A mixture of 3.04 g (7 mmol) of a compound II (R1, R2 =CH3 ; R3, R5, R6 =H; R4 =CH2CH=CH2), 0.45 ml (~5.8 mmol) of trifluoroacetic acid and 5.0 ml of glacial acetic acid was stirred at 70° for 2 hours and worked up as described in Example 5. 2.00 g (=65.8% yield) of the compound I (R1, R2 =CH3 ; R3, R5, R6 =H; R4 =CH2CH=CH2) were obtained, melting point 189°. Reactants: crude product, C(C)(C)(C)OC(NC1=C(C=C(C(=C1)C)C(F)(F)F)N)=O ((2-amino-5-methyl-4-trifluoromethyl-phenyl)-carbamic acid tert-butyl ester), C(C)(C)(C)OC(CC(=O)C1=CC(=CC=C1)C1=NC(=NC(=C1)C)NCCO)=O (3-{3-[2-(2-hydroxy-ethylamino)-6-methyl-pyrimidin-4-yl]-phenyl}-3-oxo-propionic acid tert-butyl ester). The product is OCCNC1=NC(=CC(=N1)C=1C=C(C=CC1)C1=NC2=C(NC(C1)=O)C=C(C(=C2)C)C(F)(F)F)C (4-{3-[2-(2-Hydroxy-ethylamino)-6-methyl-pyrimidin-4-yl]-phenyl}-7-methyl-8-trifluoromethyl-1,3-dihydro-benzo[b][1,4]diazepin-2-one), solid. RXN SMILES: C(OC(=O)[NH:7][C:8]1[CH:13]=[C:12]([CH3:14])[C:11]([C:15]([F:18])([F:17])[F:16])=[CH:10][C:9]=1[NH2:19])(C)(C)C.C(O[C:26](=[O:47])[CH2:27][C:28]([C:30]1[CH:35]=[CH:34][CH:33]=[C:32]([C:36]2[CH:41]=[C:40]([CH3:42])[N:39]=[C:38]([NH:43][CH2:44][CH2:45][OH:46])[N:37]=2)[CH:31]=1)=O)(C)(C)C>>[OH:46][CH2:45][CH2:44][NH:43][C:38]1[N:37]=[C:36]([C:32]2[CH:31]=[C:30]([C:28]3[CH2:27][C:26](=[O:47])[NH:19][C:9]4[CH:10]=[C:11]([C:15]([F:16])([F:17])[F:18])[C:12]([CH3:14])=[CH:13][C:8]=4[N:7]=3)[CH:35]=[CH:34][CH:33]=2)[CH:41]=[C:40]([CH3:42])[N:39]=1. Procedure details: The title compound was prepared from (2-amino-5-methyl-4-trifluoromethyl-phenyl)-carbamic acid tert-butyl ester (Example J20) (145 mg, 0.5 mmol) and 3-{3-[2-(2-hydroxy-ethylamino)-6-methyl-pyrimidin-4-yl]-phenyl}-3-oxo-propionic acid tert-butyl ester (Example K50) (250 mg, 0.55 mmol) according to the general procedure M and subsequent treatment of the crude product according to the general procedure N. Obtained as a light yellow solid (100 mg). Yields the product Cc1c(F)cc(C(=O)NC2CC2)cc1-c1ccc2c(=O)n(CC3CC3)cc(CN3CCN(C)CC3)c2c1. Starting materials: CN1CCNCC1, Cc1c(F)cc(C(=O)NC2CC2)cc1-c1ccc2c(=O)n(CC3CC3)cc(C=O)c2c1. As a reaction SMILES: [CH3:32][N:33]1[CH2:34][CH2:35][NH:36][CH2:37][CH2:38]1.[CH:1]1([NH:4][C:5]([c:6]2[cH:7][c:8](-[c:14]3[cH:15][c:16]4[c:17]([CH:29]=[O:30])[cH:18][n:19]([CH2:25][CH:26]5[CH2:27][CH2:28]5)[c:20](=[O:24])[c:21]4[cH:22][cH:23]3)[c:9]([CH3:13])[c:10]([F:12])[cH:11]2)=[O:31])[CH2:2][CH2:3]1>>[CH:1]1([NH:4][C:5]([c:6]2[cH:7][c:8](-[c:14]3[cH:15][c:16]4[c:17]([CH2:29][N:36]5[CH2:35][CH2:34][N:33]([CH3:32])[CH2:38][CH2:37]5)[cH:18][n:19]([CH2:25][CH:26]5[CH2:27][CH2:28]5)[c:20](=[O:24])[c:21]4[cH:22][cH:23]3)[c:9]([CH3:13])[c:10]([F:12])[cH:11]2)=[O:31])[CH2:2][CH2:3]1. Reactants: N1(CCNCC1)C(=O)OC(C)(C)C (Tert-butyl piperazine-1-carboxylate), ClC[C@@H]1OC1 ((R)-2-chloromethyl-oxirane). The solvent is C(C)O (ethanol). Reaction conditions: time 5 hour. Product: O1[C@@H](C1)CN1CCN(CC1)C(=O)OC(C)(C)C (tert-butyl 4-[[(2R)-oxiran-2-yl]methyl]piperazine-1-carboxylate). Yield: 73.3%. RXN SMILES: [N:1]1([C:7]([O:9][C:10]([CH3:13])([CH3:12])[CH3:11])=[O:8])[CH2:6][CH2:5][NH:4][CH2:3][CH2:2]1.Cl[CH2:15][C@H:16]1[CH2:18][O:17]1>C(O)C>[O:17]1[CH2:18][C@H:16]1[CH2:15][N:4]1[CH2:5][CH2:6][N:1]([C:7]([O:9][C:10]([CH3:13])([CH3:12])[CH3:11])=[O:8])[CH2:2][CH2:3]1. Procedure details: Tert-butyl piperazine-1-carboxylate 7a (3.72 g, 20 mmol) was dissolved in 40 mL of ethanol followed by the addition of (R)-2-chloromethyl-oxirane (1.85 g, 20 mmol). The reaction solution was stirred for 5 hours and concentrated under reduced pressure. The resulting residue was purified by silica gel column chromatography to obtain the title compound tert-butyl 4-[[(2R)-oxiran-2-yl]methyl]piperazine-1-carboxylate 7b (3.55 g, yield: 74.0%) as a colorless oil. Reactants: ON1C(CC(CC1(C)C)O)(C)C (1-oxyl-2,2,6,6-tetramethyl-4-hydroxypiperidine), N(=O)OC(C)(C)C (tert-butyl nitrite), [N+](=O)([O-])C1=C(N)C=CC(=C1)C(F)(F)F (2-nitro-4-trifluoromethylaniline). The reagents and catalysts are [Cu](F)F (copper(II) fluoride). Run in C(C)#N (acetonitrile). Product: [N+](=O)([O-])C1=C(ON2C(CCCC2(C)C)(C)C)C=CC(=C1)C(F)(F)F (1-(2-Nitro-4-trifluoromethylphenoxy)-2,2,6,6-tetramethylpiperidine). Isolated yield 69.3%. Reaction SMILES: [OH:1][N:2]1[C:7]([CH3:9])([CH3:8])[CH2:6][CH:5](O)[CH2:4][C:3]1([CH3:12])[CH3:11].N(OC(C)(C)C)=O.[N+:20]([C:23]1[CH:29]=[C:28]([C:30]([F:33])([F:32])[F:31])[CH:27]=[CH:26][C:24]=1N)([O-:22])=[O:21]>[Cu](F)F.C(#N)C>[N+:20]([C:23]1[CH:29]=[C:28]([C:30]([F:31])([F:32])[F:33])[CH:27]=[CH:26][C:24]=1[O:1][N:2]1[C:7]([CH3:9])([CH3:8])[CH2:6][CH2:5][CH2:4][C:3]1([CH3:12])[CH3:11])([O-:22])=[O:21]. Procedure: The procedure of Example 1 is repeated using 3.9 g (25 mmol) of 1-oxyl-2,2,6,6-tetramethyl-4-hydroxypiperidine, 7.84 g (76 mmol) of tert-butyl nitrite, 25 mg (0.25 mmol) of copper(II) fluoride, 120 mL of acetonitrile and 10.3 g (50 mmol) of 2-nitro-4-trifluoromethylaniline at 65° C. The crude product obtained is purified by vacuum flash chromatography (heptane) to give 6.0 g of light yellow crystals melting at 54-55° C., a 68.9% yield based on nitroxyl. The structure is confirmed by 1Hnmr, mass ...